Dataset: the Open Reaction Database (ORD), a public repository of structured organic reaction records. Task: describe an organic reaction: reactants, conditions, products, and yield Starting materials: O=C(O)c1c(-c2cccc(F)c2)nn2cc(C(F)(F)F)ccc12, [Na+], O=C([O-])O, O=C1CCC(=O)N1Br, CN(C)C=O, O. The product is Fc1cccc(-c2nn3cc(C(F)(F)F)ccc3c2Br)c1. RXN SMILES: [F:1][c:2]1[cH:3][c:4](-[c:8]2[n:9][n:10]3[c:11]([cH:12][cH:13][c:14]([C:16]([F:17])([F:18])[F:19])[cH:15]3)[c:20]2[C:21]([OH:22])=[O:23])[cH:5][cH:6][cH:7]1.[Na+:28].[O-:24][C:25]([OH:26])=[O:27].[O:29]=[C:30]1[N:31]([Br:36])[C:32](=[O:33])[CH2:34][CH2:35]1.[O:37]=[CH:38][N:39]([CH3:40])[CH3:41].[OH2:42]>>[F:1][c:2]1[cH:3][c:4](-[c:8]2[n:9][n:10]3[c:11]([cH:12][cH:13][c:14]([C:16]([F:17])([F:18])[F:19])[cH:15]3)[c:20]2[Br:36])[cH:5][cH:6][cH:7]1. Starting materials: CO, COC(=O)C=C1CCC(c2ccccc2)(N(C)C)CC1, Cl. Product: COC(=O)CC1CCC(c2ccccc2)(N(C)C)CC1, Cl. As a reaction SMILES: [CH3:22][OH:23].[CH3:2][O:3][C:4]([CH:5]=[C:6]1[CH2:7][CH2:8][C:9]([c:12]2[cH:13][cH:14][cH:15][cH:16][cH:17]2)([N:18]([CH3:19])[CH3:20])[CH2:10][CH2:11]1)=[O:21].[ClH:1]>>[CH3:2][O:3][C:4]([CH2:5][CH:6]1[CH2:7][CH2:8][C:9]([c:12]2[cH:13][cH:14][cH:15][cH:16][cH:17]2)([N:18]([CH3:19])[CH3:20])[CH2:10][CH2:11]1)=[O:21].[ClH:1]. The product is FC1=CC=C(CC2CCN(CC2)C(CNC=2C=C(C#N)C=CC2)=O)C=C1 (3-{2-[4-(4-Fluoro-benzyl)-piperidin-1-yl]-2-oxo-ethylamino}-benzonitrile). Procedure details: The title compound is prepared from 3-amino-benzonitrile (Fluka) and 2-chloro-1-[4-(4-fluoro-benzyl)-piperidin-1-yl]-ethanone (Example 197a) according to the method described in Example 206. Melting Point: 138-142° C. (diethylether) Reactants: NC=1C=C(C#N)C=CC1 (3-amino-benzonitrile), ClCC(=O)N1CCC(CC1)CC1=CC=C(C=C1)F (2-chloro-1-[4-(4-fluoro-benzyl)-piperidin-1-yl]-ethanone). Run in C(C)OCC (diethylether). Reaction SMILES: [NH2:1][C:2]1[CH:3]=[C:4]([CH:7]=[CH:8][CH:9]=1)[C:5]#[N:6].Cl[CH2:11][C:12]([N:14]1[CH2:19][CH2:18][CH:17]([CH2:20][C:21]2[CH:26]=[CH:25][C:24]([F:27])=[CH:23][CH:22]=2)[CH2:16][CH2:15]1)=[O:13]>C(OCC)C>[F:27][C:24]1[CH:25]=[CH:26][C:21]([CH2:20][CH:17]2[CH2:18][CH2:19][N:14]([C:12](=[O:13])[CH2:11][NH:1][C:2]3[CH:3]=[C:4]([CH:7]=[CH:8][CH:9]=3)[C:5]#[N:6])[CH2:15][CH2:16]2)=[CH:22][CH:23]=1. Reactants: O (water), B(Cl)(Cl)Cl (BCl3), ClC1(CC2(OC2CC1)F)F (3-chloro-1,3-difluoro-7-oxabicyclo[4.1.0]heptane). Solvent: ClCCl (dichloromethane), ClCCl (dichloromethane). Yields the product ClC1(C(C(CCC1)(F)Cl)O)F (2,6-dichloro-2,6-difluorocyclohexanol). The yield is 60.0%. As a reaction SMILES: B(Cl)(Cl)[Cl:2].[Cl:5][C:6]1([F:14])[CH2:12][CH2:11][CH:10]2[C:8]([F:13])(O2)[CH2:7]1.[OH2:15]>ClCCl>[Cl:5][C:6]1([F:14])[CH2:12][CH2:11][CH2:10][C:8]([Cl:2])([F:13])[CH:7]1[OH:15]. Procedure: 0.36 cm3 (0.55 eq.) of BCl3 in molar solution in dichloromethane were added at 4° C. under argon atmosphere to 0.11 g (0.65 mmol) of epoxide 2f in solution in 3 cm3 of dichloromethane. The reaction mixture was allowed to return to room temperature (1 h), 3 cm3 of distilled water were then added and the mixture was extracted with dichloromethane (4×10 cm3). The extract was dried over MgSO4, filtered and evaporated down. The crude product was purified by flash chromatography on silica (eluent ethe... Run in O (water). Procedure: 10 ml of ethanol, 5 ml of water and 820 mg of sodium hydroxide were added to 1 g of 2-(4-ethoxy-carbonylpiperidino)-4-(3,4-methylenedioxybenzyl)amino-6-chloroquinazoline. The obtained mixture was refluxed for 20 minutes, concentrated under a reduced pressure and neutralized with 1N hydrochloric acid. The crystals thus precipitated were recovered by filtration to give 920 mg of the title compound. Yields the product C(=O)(O)C1CCN(CC1)C1=NC2=CC=C(C=C2C(=N1)NCC1=CC2=C(C=C1)OCO2)Cl (2-(4-Carboxypiperidino)-4-(3,4-methylenedioxybenzyl)amino-6-chloroquinazoline). Reactants: C(C)O (ethanol), [OH-].[Na+] (sodium hydroxide), C(C)OC1CC(N(CC1)C1=NC2=CC=C(C=C2C(=N1)NCC1=CC2=C(C=C1)OCO2)Cl)=C=O (2-(4-ethoxy-carbonylpiperidino)-4-(3,4-methylenedioxybenzyl)amino-6-chloroquinazoline). RXN SMILES: [CH2:1]([OH:3])[CH3:2].[OH-:4].[Na+].C(OC1[CH2:14][CH2:13][N:12]([C:15]2[N:24]=[C:23]([NH:25][CH2:26][C:27]3[CH:32]=[CH:31][C:30]4[O:33][CH2:34][O:35][C:29]=4[CH:28]=3)[C:22]3[C:17](=[CH:18][CH:19]=[C:20]([Cl:36])[CH:21]=3)[N:16]=2)[C:11](=C=O)[CH2:10]1)C>O>[C:1]([CH:2]1[CH2:14][CH2:13][N:12]([C:15]2[N:24]=[C:23]([NH:25][CH2:26][C:27]3[CH:32]=[CH:31][C:30]4[O:33][CH2:34][O:35][C:29]=4[CH:28]=3)[C:22]3[C:17](=[CH:18][CH:19]=[C:20]([Cl:36])[CH:21]=3)[N:16]=2)[CH2:11][CH2:10]1)([OH:4])=[O:3] |f:1.2|. The reactants are C(C)OC(=O)C1=NN(C(=C1)C)CC1=C(C=CC(=C1)Br)O (1-(5-bromo-2-hydroxy-benzyl)-5-methyl-1H-pyrazole-3-carboxylic acid ethyl ester), C(C)OC(=O)C1=NN(C(=C1)C)CC1=C(C=CC(=C1)Br)O (1-(5-bromo-2-hydroxy-benzyl)-5-methyl-1h-pyrazole-3-carboxylic acid ethyl ester), C1(=CC=CC=C1)P(C1=CC=CC=C1)C1=CC=CC=C1 (triphenylphosphine), ditert-butylazodicarboxylate, C1(CCC1)CO (cyclobutanemethanol), C1CCOC1 (THF). Reaction conditions: temperature 100 celsius. The product is C(C)OC(=O)C1=NN(C(=C1)C)CC1=C(C=CC(=C1)Br)OCC(CC)(C)CC (1-[5-bromo-2-(2-ethyl-2-methyl-butoxy)-benzyl]-5-methyl-1H-pyrazole-3-carboxylic acid ethyl ester). Reaction SMILES: [CH2:1]([O:3][C:4]([C:6]1[CH:10]=[C:9]([CH3:11])[N:8]([CH2:12][C:13]2[CH:18]=[C:17]([Br:19])[CH:16]=[CH:15][C:14]=2[OH:20])[N:7]=1)=[O:5])[CH3:2].[C:21]1(P(C2C=CC=CC=2)C2C=CC=CC=2)C=CC=C[CH:22]=1.[CH:40]1(CO)CCC1.[CH2:46]1[CH2:50]O[CH2:48][CH2:47]1>>[CH2:1]([O:3][C:4]([C:6]1[CH:10]=[C:9]([CH3:11])[N:8]([CH2:12][C:13]2[CH:18]=[C:17]([Br:19])[CH:16]=[CH:15][C:14]=2[O:20][CH2:48][C:47]([CH2:21][CH3:22])([CH3:40])[CH2:46][CH3:50])[N:7]=1)=[O:5])[CH3:2]. Procedure: A solution of 1-(5-bromo-2-hydroxy-benzyl)-5-methyl-1H-pyrazole-3-carboxylic acid ethyl ester, 6 (0.1 g, 0.3 mmol), triphenylphosphine (0.155 g, 0.6 mmol), ditert-butylazodicarboxylate (0.14 g, 0.6 mmol) and cyclobutanemethanol (0.06 ml, 0.6 mmol) in a mixture of THF (8 mL) was heated at 100° C. in an Emrys microwave reactor for 20 minutes. The volatiles were removed in vacuo and the crude product was purified on silica to yield 1-[5-bromo-2-(2-ethyl-2-methyl-butoxy)-benzyl]-5-methyl-1H-pyrazole... Starting materials: O=C(NC(=S)Nc1ncc(Sc2ccccn2)cc1Oc1ccccc1)c1ccccc1, CCO, [K+], [K+], O=C([O-])[O-]. The product is NC(=S)Nc1ncc(Sc2ccccn2)cc1Oc1ccccc1. Reaction SMILES: [C:1](=[O:2])([c:3]1[cH:4][cH:5][cH:6][cH:7][cH:8]1)[NH:9][C:10](=[S:11])[NH:12][c:13]1[n:14][cH:15][c:16]([S:26][c:27]2[n:28][cH:29][cH:30][cH:31][cH:32]2)[cH:17][c:18]1[O:19][c:20]1[cH:21][cH:22][cH:23][cH:24][cH:25]1.[CH3:39][CH2:40][OH:41].[K+:33].[K+:34].[O-:35][C:36]([O-:37])=[O:38]>>[NH2:9][C:10](=[S:11])[NH:12][c:13]1[n:14][cH:15][c:16]([S:26][c:27]2[n:28][cH:29][cH:30][cH:31][cH:32]2)[cH:17][c:18]1[O:19][c:20]1[cH:21][cH:22][cH:23][cH:24][cH:25]1.